This data is from the Open Reaction Database (ORD), a public repository of structured organic reaction records. The task is: describe an organic reaction: reactants, conditions, products, and yield Reactants: solid, BrC1=CC(=CC=2C(=C3N(C12)CCNC3=O)C)F (6-bromo-8-fluoro-10-methyl-3,4-dihydro-2H-pyrazino[1,2-a]indol-1-one), BrC1=CC(=CC=2C(=C3N(C12)CCNC3=O)C)F (6-bromo-8-fluoro-10-methyl-3,4-dihydro-2H-pyrazino[1,2-a]indol-1-one), FC(C1=CC=C(C=C1)B(O)O)(F)F (4-trifluoromethyl-phenylboronic acid). Yields the product FC1=CC=2C(=C3N(C2C(=C1)C1=CC=C(C=C1)C(F)(F)F)CCNC3=O)C (8-Fluoro-10-methyl-6-(4-trifluoromethyl-phenyl)-3,4-dihydro-2H-pyrazino[1,2-a]indol-1-one). As a reaction SMILES: Br[C:2]1[C:10]2[N:9]3[CH2:11][CH2:12][NH:13][C:14](=[O:15])[C:8]3=[C:7]([CH3:16])[C:6]=2[CH:5]=[C:4]([F:17])[CH:3]=1.[F:18][C:19]([F:30])([F:29])[C:20]1[CH:25]=[CH:24][C:23](B(O)O)=[CH:22][CH:21]=1>>[F:17][C:4]1[CH:3]=[C:2]([C:23]2[CH:24]=[CH:25][C:20]([C:19]([F:30])([F:29])[F:18])=[CH:21][CH:22]=2)[C:10]2[N:9]3[CH2:11][CH2:12][NH:13][C:14](=[O:15])[C:8]3=[C:7]([CH3:16])[C:6]=2[CH:5]=1. Procedure: The title compound, off-white solid (74 mg, 82%), MS (ISP) m/z=363.4 [(M+H)+], mp 269.5° C., was prepared in accordance with the general method of example 1 from 6-bromo-8-fluoro-10-methyl-3,4-dihydro-2H-pyrazino[1,2-a]indol-1-one (intermediate 14) (74.3 mg, 0.25 mmol) and commercially available 4-trifluoromethyl-phenylboronic acid (61.7 mg, 0.325 mmol).